From a dataset of the Open Reaction Database (ORD), a public repository of structured organic reaction records. describe an organic reaction: reactants, conditions, products, and yield Starting materials: BrC1=C(C=CC(=C1)C(F)(F)F)C1=NC=CC2=CC(=CC=C12)S(=O)(=O)NC1=NC=NC=C1 (1-(2-bromo-4-(trifluoromethyl)phenyl)-N-(pyrimidin-4-yl)isoquinoline-6-sulfonamide), CN1CCC(=CC1)B1OC(C(O1)(C)C)(C)C (1-methyl-4-(4,4,5,5-tetramethyl-1,3,2-dioxaborolan-2-yl)-1,2,3,6-tetrahydropyridine), P(=O)([O-])([O-])[O-].[K+].[K+].[K+] (potassium phosphate), O1CCOCC1 (dioxane). The solvent is O (water). Conditions: temperature 100 celsius. Yields the product CN1CCC(=CC1)C1=C(C=CC(=C1)C(F)(F)F)C1=NC=CC2=CC(=CC=C12)S(=O)(=O)NC1=NC=NC=C1 (1-(2-(1-methyl-1,2,3,6-tetrahydropyridin-4-yl)-4-(trifluoromethyl)phenyl)-N-(pyrimidin-4-yl)isoquinoline-6-sulfonamide). The yield is 95.2%. RXN SMILES: Br[C:2]1[CH:7]=[C:6]([C:8]([F:11])([F:10])[F:9])[CH:5]=[CH:4][C:3]=1[C:12]1[C:21]2[C:16](=[CH:17][C:18]([S:22]([NH:25][C:26]3[CH:31]=[CH:30][N:29]=[CH:28][N:27]=3)(=[O:24])=[O:23])=[CH:19][CH:20]=2)[CH:15]=[CH:14][N:13]=1.[CH3:32][N:33]1[CH2:38][CH:37]=[C:36](B2OC(C)(C)C(C)(C)O2)[CH2:35][CH2:34]1.P([O-])([O-])([O-])=O.[K+].[K+].[K+].O1CCOCC1>O>[CH3:32][N:33]1[CH2:34][CH:35]=[C:36]([C:2]2[CH:7]=[C:6]([C:8]([F:11])([F:10])[F:9])[CH:5]=[CH:4][C:3]=2[C:12]2[C:21]3[C:16](=[CH:17][C:18]([S:22]([NH:25][C:26]4[CH:31]=[CH:30][N:29]=[CH:28][N:27]=4)(=[O:24])=[O:23])=[CH:19][CH:20]=3)[CH:15]=[CH:14][N:13]=2)[CH2:37][CH2:38]1 |f:2.3.4.5|. Reported procedure: A vial was charged with 1-(2-bromo-4-(trifluoromethyl)phenyl)-N-(pyrimidin-4-yl)isoquinoline-6-sulfonamide (42.16 mg, 0.083 mmol), 1-methyl-4-(4,4,5,5-tetramethyl-1,3,2-dioxaborolan-2-yl)-1,2,3,6-tetrahydropyridine (27.7 mg, 0.124 mmol) Pd(AmPhos)2Cl2 (2.93 mg, 4.14 μmol), potassium phosphate (52.7 mg, 0.248 mmol), dioxane (414 μl), and water (138 μl). The vial was sealed and heated in a microwave reactor for 30 min at 100° C. The mixture was extracted with EtOAc (three times). The combined orga... The reactants are C(C1=CC=CC=C1)N1C(C=C(C2=CC=CC=C12)C(C(=O)O)C)=O (α-(1-benzyl-1,2-dihydro-2-oxoquinol-4-yl)propionic acid), CO (methanol), C([O-])(O)=O.[Na+] (sodium bicarbonate). The reagents and catalysts are S(O)(O)(=O)=O (sulphuric acid). Run in O (water). Product: C(C1=CC=CC=C1)N1C(C=C(C2=CC=CC=C12)C(C(=O)OC)C)=O (methyl α-(1-benzyl-1,2-dihydro-2-oxoquinol-4-yl)propionate). The yield is 74.0%. Reaction SMILES: [CH2:1]([N:8]1[C:17]2[C:12](=[CH:13][CH:14]=[CH:15][CH:16]=2)[C:11]([CH:18]([CH3:22])[C:19]([OH:21])=[O:20])=[CH:10][C:9]1=[O:23])[C:2]1[CH:7]=[CH:6][CH:5]=[CH:4][CH:3]=1.CO.[C:26](=O)(O)[O-].[Na+]>S(=O)(=O)(O)O.O>[CH2:1]([N:8]1[C:17]2[C:12](=[CH:13][CH:14]=[CH:15][CH:16]=2)[C:11]([CH:18]([CH3:22])[C:19]([O:21][CH3:26])=[O:20])=[CH:10][C:9]1=[O:23])[C:2]1[CH:3]=[CH:4][CH:5]=[CH:6][CH:7]=1 |f:2.3|. Procedure: A mixture of α-(1-benzyl-1,2-dihydro-2-oxoquinol-4-yl)propionic acid (0.5g.), methanol (5ml.) and concentrated sulphuric acid (4 drops) was heated under reflux for six hours. The mixture was then poured into water (10 ml.), and the resulting mixture was neutralised with sodium bicarbonate solution. The mixture was extracted with ethyl acetate (3 × 5 ml.) and the combined extracts were washed successively with sodium bicarbonate solution (5 ml.) and water (5 ml.), and then dried with sodium sulph... The reactants are C(#N)CCCC(=O)C1=CC=C(C=C1)C(F)(F)F (4-cyano-4'-trifluoromethylbutyrophenone), 2, Cl.Cl.NOCCN (aminooxyethylamine dihydrochloride), N1=CC=CC=C1 (pyridine), Cl (hydrochloric acid). Solvent: C(C)O (ethanol), C(C)O (ethanol). Yields the product Cl.NCCON=C(CCCC#N)C1=CC=C(C=C1)C(F)(F)F (4-Cyano-4'-trifluoromethylbutyrophenone O-(2-aminoethyl) oxime hydrochloride). Reaction SMILES: [C:1]([CH2:3][CH2:4][CH2:5][C:6]([C:8]1[CH:13]=[CH:12][C:11]([C:14]([F:17])([F:16])[F:15])=[CH:10][CH:9]=1)=O)#[N:2].[ClH:18].Cl.[NH2:20][O:21][CH2:22][CH2:23][NH2:24].N1C=CC=CC=1.Cl>C(O)C>[ClH:18].[NH2:24][CH2:23][CH2:22][O:21][N:20]=[C:6]([C:8]1[CH:13]=[CH:12][C:11]([C:14]([F:17])([F:16])[F:15])=[CH:10][CH:9]=1)[CH2:5][CH2:4][CH2:3][C:1]#[N:2] |f:1.2.3,7.8|. Reported procedure: 5.6 Mmol (1.35 g) of 4-cyano-4'-trifluoromethylbutyrophenone, 5.6 mmol (0.84 g) of 2 aminooxyethylamine dihydrochloride and 0.8 ml of pyridine were refluxed in 20 ml of absolute ethanol for 2.5 hours. The processing was equal to that of example 1. The resulting free base was dissolved in absolute ethanol and an equivalent quantity of 2N alcoholic hydrochloric acid was added. The ethanol was then removed in vacuo and the residue was crystallized twice from ethanol/ether (1:5). The melting point o... Starting materials: [BH4-], CC(C)(c1ccccc1)N1CCC(=O)C(c2ccccc2)C1=O, CCO, [Na+]. The product is CC(C)(c1ccccc1)N1CCC(O)C(c2ccccc2)C1=O. RXN SMILES: [BH4-:24].[CH3:1][C:2]([c:3]1[cH:4][cH:5][cH:6][cH:7][cH:8]1)([CH3:9])[N:10]1[C:11](=[O:23])[CH:12]([c:17]2[cH:18][cH:19][cH:20][cH:21][cH:22]2)[C:13](=[O:16])[CH2:14][CH2:15]1.[CH3:26][CH2:27][OH:28].[Na+:25]>>[CH3:1][C:2]([c:3]1[cH:4][cH:5][cH:6][cH:7][cH:8]1)([CH3:9])[N:10]1[C:11](=[O:23])[CH:12]([c:17]2[cH:18][cH:19][cH:20][cH:21][cH:22]2)[CH:13]([OH:16])[CH2:14][CH2:15]1.